From a dataset of the Open Reaction Database (ORD), a public repository of structured organic reaction records. describe an organic reaction: reactants, conditions, products, and yield The reactants are CC(C)C(=Cc1cn(C(c2ccccc2)(c2ccccc2)c2ccccc2)cn1)c1ccccc1, CO, ClCCl. Yields the product CC(C)C(Cc1cn(C(c2ccccc2)(c2ccccc2)c2ccccc2)cn1)c1ccccc1. RXN SMILES: [CH3:1][CH:2]([C:3](=[CH:4][c:5]1[n:6][cH:7][n:8]([C:10]([c:11]2[cH:12][cH:13][cH:14][cH:15][cH:16]2)([c:17]2[cH:18][cH:19][cH:20][cH:21][cH:22]2)[c:23]2[cH:24][cH:25][cH:26][cH:27][cH:28]2)[cH:9]1)[c:29]1[cH:30][cH:31][cH:32][cH:33][cH:34]1)[CH3:35].[CH3:39][OH:40].[Cl:36][CH2:37][Cl:38]>>[CH3:1][CH:2]([CH:3]([CH2:4][c:5]1[n:6][cH:7][n:8]([C:10]([c:11]2[cH:12][cH:13][cH:14][cH:15][cH:16]2)([c:17]2[cH:18][cH:19][cH:20][cH:21][cH:22]2)[c:23]2[cH:24][cH:25][cH:26][cH:27][cH:28]2)[cH:9]1)[c:29]1[cH:30][cH:31][cH:32][cH:33][cH:34]1)[CH3:35]. Yields the product CC(C)(C)c1cc(C=C2Sc3ccccc3N(CC(=O)O)C2=O)cc(C(C)(C)C)c1O. The reactants are CCOC(=O)CN1C(=O)C(=Cc2cc(C(C)(C)C)c(O)c(C(C)(C)C)c2)Sc2ccccc21, CO, Cl, [Li+], C1CCOC1, [OH-], O, O. RXN SMILES: [C:4]([CH3:5])([CH3:6])([CH3:7])[c:8]1[cH:9][c:10]([CH:11]=[C:12]2[S:13][c:14]3[c:15]([cH:25][cH:26][cH:27][cH:28]3)[N:16]([CH2:19][C:20](=[O:21])[O:22][CH2:23][CH3:24])[C:17]2=[O:18])[cH:29][c:30]([C:33]([CH3:34])([CH3:35])[CH3:36])[c:31]1[OH:32].[CH3:44][OH:45].[ClH:37].[Li+:3].[O:39]1[CH2:40][CH2:41][CH2:42][CH2:43]1.[OH-:2].[OH2:1].[OH2:38]>>[C:4]([CH3:5])([CH3:6])([CH3:7])[c:8]1[cH:9][c:10]([CH:11]=[C:12]2[S:13][c:14]3[c:15]([cH:25][cH:26][cH:27][cH:28]3)[N:16]([CH2:19][C:20](=[O:21])[OH:22])[C:17]2=[O:18])[cH:29][c:30]([C:33]([CH3:34])([CH3:35])[CH3:36])[c:31]1[OH:32].